From a dataset of the Open Reaction Database (ORD), a public repository of structured organic reaction records. describe an organic reaction: reactants, conditions, products, and yield The reactants are C(#N)CC=1N=CNC1 (4-cyanomethylimidazole), CN(C=O)C (dimethylformamide), [H-].[Na+] (sodium hydride), CN(C=O)C (dimethylformamide), O (water), ClCOCC[Si](C)(C)C ((2-chloromethoxyethyl)trimethylsilane). The solvent is C(Cl)(Cl)Cl (chloroform). Conditions: time 1 hour. Product: C(#N)CC1=CN=C(N1)COC(C)[Si](C)(C)C (5-cyanomethyl-1-trimethylsilylethoxymethylimidazole). RXN SMILES: [H-].[Na+].[C:3]([CH2:5][C:6]1[N:7]=[CH:8][NH:9][CH:10]=1)#[N:4].ClCO[CH2:14][CH2:15][Si:16]([CH3:19])([CH3:18])[CH3:17].O.CN(C)[CH:23]=[O:24]>C(Cl)(Cl)Cl>[C:3]([CH2:5][C:6]1[NH:7][C:8]([CH2:23][O:24][CH:15]([Si:16]([CH3:17])([CH3:18])[CH3:19])[CH3:14])=[N:9][CH:10]=1)#[N:4] |f:0.1|. Reported procedure: 373 mg of sodium hydride (60%) was added to 5 ml of dimethylformamide, and a solution of 1.0 g of 4-cyanomethylimidazole in 10 ml of dimethylformamide was added dropwise to the resulting suspension. After 1 hour of stirring at room temperature, to the solution was added 1.9 ml of (2-chloromethoxyethyl)trimethylsilane and stirred at room temperature for 2 hours. The reaction solution was mixed with water and chloroform, and the resulting organic layer was collected and dried over anhydrous sodium... Starting materials: BrBr (Bromine), COC1=CC(=C(C(=O)O)C=C1)C (4-methoxy-2-methylbenzoic acid). Reagents/catalysts: [Fe] (Fe). Solvent: C(Cl)(Cl)Cl (chloroform), C(Cl)(Cl)Cl (chloroform). Reaction conditions: time 8 hour. Product: BrC=1C(=CC(=C(C(=O)O)C1)C)OC (5-bromo-4-methoxy-2-methylbenzoic acid). Isolated yield 33.7%. Reaction SMILES: [Br:1]Br.[CH3:3][O:4][C:5]1[CH:13]=[CH:12][C:8]([C:9]([OH:11])=[O:10])=[C:7]([CH3:14])[CH:6]=1>[Fe].C(Cl)(Cl)Cl>[Br:1][C:13]1[C:5]([O:4][CH3:3])=[CH:6][C:7]([CH3:14])=[C:8]([CH:12]=1)[C:9]([OH:11])=[O:10]. Reported procedure: Bromine (3.87 mL, 0.076 mol) was added dropwise at 5° C. to a mixture of 4-methoxy-2-methylbenzoic acid (10 g, 0.060 mol), Fe (0.20 g, 3.61 mmol) and chloroform (10 mL). After the reaction mixture was warmed to room temperature, it was stirred overnight. After chloroform (600 mL) was added, this suspension was washed with 10% sodium hydrogensulfate (200 mL×2) and brine, and dried with anhydrous magnesium sulfate. After the desiccant was filtered off, the pale yellow powder obtained by evaporatin...